The task is: describe an organic reaction: reactants, conditions, products, and yield. This data is from the Open Reaction Database (ORD), a public repository of structured organic reaction records. Starting materials: C1(=O)OC(C2=CC=CC=C12)OC(CCCCC1C[C@H]2[C@H](C[C@H]([C@@H]2\C=C\[C@H](CCCCC)O)O)S1)=O ((13E)-(6RS,9α,11α,15S)-6,9-Epithio-11,15-dihydroxyprost-13-enoic acid phthalid-3-yl ester), OC1OC(=O)C2=CC=CC=C12 (3-hydroxyphthalide). The product is OCCOC(CCCCC1C[C@H]2[C@H](C[C@H]([C@@H]2\C=C\[C@H](CCCCC)O)O)S1)=O ((13E)-(6RS,9α,11α,15S)-6,9-Epithio-11,15-dihydroxyprost-13-enoic acid 2-hydroxyethyl ester). RXN SMILES: C1(C2[C:5](=CC=CC=2)[CH:4]([O:11][C:12](=[O:35])[CH2:13][CH2:14][CH2:15][CH2:16][CH:17]2[S:34][C@H:20]3[CH2:21][C@@H:22]([OH:33])[C@H:23](/[CH:24]=[CH:25]/[C@@H:26]([OH:32])[CH2:27][CH2:28][CH2:29][CH2:30][CH3:31])[C@H:19]3[CH2:18]2)O1)=O.[OH:36]C1C2C(=CC=CC=2)C(=O)O1>>[OH:36][CH2:5][CH2:4][O:11][C:12](=[O:35])[CH2:13][CH2:14][CH2:15][CH2:16][CH:17]1[S:34][C@H:20]2[CH2:21][C@@H:22]([OH:33])[C@H:23](/[CH:24]=[CH:25]/[C@@H:26]([OH:32])[CH2:27][CH2:28][CH2:29][CH2:30][CH3:31])[C@H:19]2[CH2:18]1. Procedure details: (13E)-(6RS,9α,11α,15S)-6,9-Epithio-11,15-dihydroxyprost-13-enoic acid phthalid-3-yl ester from 3-hydroxyphthalide. Reactants: [Br-], CC(C)C(C)(C=O)C(C)C, [Mg+]CCCc1ccccc1. The product is CC(C)C(C)(C(=O)CCCc1ccccc1)C(C)C. As a reaction SMILES: [Br-:11].[CH:1]([CH3:2])([CH3:3])[C:4]([CH:5]=[O:6])([CH:7]([CH3:8])[CH3:9])[CH3:10].[c:12]1([CH2:18][CH2:19][CH2:20][Mg+:21])[cH:13][cH:14][cH:15][cH:16][cH:17]1>>[CH:1]([CH3:2])([CH3:3])[C:4]([C:5](=[O:6])[CH2:20][CH2:19][CH2:18][c:12]1[cH:13][cH:14][cH:15][cH:16][cH:17]1)([CH:7]([CH3:8])[CH3:9])[CH3:10]. The reactants are N1N=CC(=C1)C1=CC2=C(C=3N=C(SC3CCO2)C(=O)O)C=C1 (8-(1H-Pyrazol-4-yl)-4,5-dihydro-6-oxa-3-thia-1-aza-benzo[e]azulene-2-carboxylic acid), C(C)(C)NCCCO (3-(isopropylamino)propan-1-ol). Yields the product OCCCN(C(=O)C=1SC=2CCOC3=C(C2N1)C=CC(=C3)C=3C=NNC3)C(C)C (8-(1H-Pyrazol-4-yl)-4,5-dihydro-6-oxa-3-thia-1-aza-benzo[e]azulene-2-carboxylic acid (3-hydroxy-propyl)-isopropyl-amide). As a reaction SMILES: [NH:1]1[CH:5]=[C:4]([C:6]2[CH:22]=[CH:21][C:9]3[C:10]4[N:11]=[C:12]([C:18]([OH:20])=O)[S:13][C:14]=4[CH2:15][CH2:16][O:17][C:8]=3[CH:7]=2)[CH:3]=[N:2]1.[CH:23]([NH:26][CH2:27][CH2:28][CH2:29][OH:30])([CH3:25])[CH3:24]>>[OH:30][CH2:29][CH2:28][CH2:27][N:26]([CH:23]([CH3:25])[CH3:24])[C:18]([C:12]1[S:13][C:14]2[CH2:15][CH2:16][O:17][C:8]3[CH:7]=[C:6]([C:4]4[CH:3]=[N:2][NH:1][CH:5]=4)[CH:22]=[CH:21][C:9]=3[C:10]=2[N:11]=1)=[O:20]. Reported procedure: Following Example 216, to a well stirred solution of 8-(1H-Pyrazol-4-yl)-4,5-dihydro-6-oxa-3-thia-1-aza-benzo[e]azulene-2-carboxylic acid and 3-(isopropylamino)propan-1-ol to give 290. MS: (ESI+)=413.1 Reactants: O=C([O-])[O-], [K+], [K+], O=C(COc1ccccc1)NC1C(=O)N2C(C(=O)OCc3ccccc3)N=CSC12, C1CCOC1, O. Product: [K+], O=C(COc1ccccc1)NC1C(=O)N2C(C(=O)[O-])N=CSC12. Reaction SMILES: [C:31](=[O:32])([O-:33])[O-:34].[K+:35].[K+:36].[O:1]([c:2]1[cH:3][cH:4][cH:5][cH:6][cH:7]1)[CH2:8][C:9](=[O:10])[NH:11][CH:12]1[CH:13]2[S:14][CH:15]=[N:16][CH:17]([C:21](=[O:22])[O:23][CH2:24][c:25]3[cH:26][cH:27][cH:28][cH:29][cH:30]3)[N:18]2[C:19]1=[O:20].[O:37]1[CH2:38][CH2:39][CH2:40][CH2:41]1.[OH2:42]>>[K+:35].[O:1]([c:2]1[cH:3][cH:4][cH:5][cH:6][cH:7]1)[CH2:8][C:9](=[O:10])[NH:11][CH:12]1[CH:13]2[S:14][CH:15]=[N:16][CH:17]([C:21](=[O:22])[O-:23])[N:18]2[C:19]1=[O:20]. The reactants are C1CCOC1, CN, Cc1ccccc1, CN(C)C=O, O=C1C=C(O)C(c2ccc(N3CCOCC3)cc2)N1c1ccc2[nH]cnc2c1. The product is CNC1=CC(=O)N(c2ccc3[nH]cnc3c2)C1c1ccc(N2CCOCC2)cc1. RXN SMILES: [CH2:31]1[O:32][CH2:33][CH2:34][CH2:35]1.[CH3:29][NH2:30].[CH3:36][c:37]1[cH:38][cH:39][cH:40][cH:41][cH:42]1.[O:43]=[CH:44][N:45]([CH3:46])[CH3:47].[nH:1]1[cH:2][n:3][c:4]2[c:5]1[cH:6][cH:7][c:8]([N:10]1[C:11](=[O:28])[CH:12]=[C:13]([OH:27])[CH:14]1[c:15]1[cH:16][cH:17][c:18]([N:21]3[CH2:22][CH2:23][O:24][CH2:25][CH2:26]3)[cH:19][cH:20]1)[cH:9]2>>[nH:1]1[cH:2][n:3][c:4]2[c:5]1[cH:6][cH:7][c:8]([N:10]1[C:11](=[O:28])[CH:12]=[C:13]([NH:30][CH3:29])[CH:14]1[c:15]1[cH:16][cH:17][c:18]([N:21]3[CH2:22][CH2:23][O:24][CH2:25][CH2:26]3)[cH:19][cH:20]1)[cH:9]2. The reactants are 2,6-naphthaloyl chloride, S(O)(O)(=O)=O (sulfuric acid), C1=CC(=CC=C1N)N.NC1=CC=C(C(=O)NC2=CC=C(C=C2)N)C=C1 (p-phenylenediamine 4,4'-diaminobenzanilide), terephthaloyl chloride dibenzoyl chloride. The solvent is amide, amide. Yields the product C1=CC(=CC=C1N)N.NC1=CC=CC2=C(C=CC=C12)N.NC1=CC=C(C(=O)NC2=CC=C(C=C2)N)C=C1 (p-phenylenediamine 1,5-diaminonaphthalene 4,4'-diaminobenzanilide), terephthaloyl chloride 2,6-naphthaloyl dichloride dibenzoyl chloride. Reaction SMILES: [CH:1]1[C:6]([NH2:7])=[CH:5][CH:4]=[C:3]([NH2:8])[CH:2]=1.[NH2:9][C:10]1[CH:25]=[CH:24][C:13]([C:14]([NH:16][C:17]2[CH:22]=[CH:21][C:20]([NH2:23])=[CH:19][CH:18]=2)=[O:15])=[CH:12][CH:11]=1.S(=O)(=O)(O)O>>[CH:5]1[C:6]([NH2:7])=[CH:1][CH:2]=[C:3]([NH2:8])[CH:4]=1.[NH2:9][C:10]1[C:5]2[C:4](=[C:3]([NH2:8])[CH:2]=[CH:1][CH:6]=2)[CH:13]=[CH:12][CH:11]=1.[NH2:9][C:10]1[CH:25]=[CH:24][C:13]([C:14]([NH:16][C:17]2[CH:22]=[CH:21][C:20]([NH2:23])=[CH:19][CH:18]=2)=[O:15])=[CH:12][CH:11]=1 |f:0.1,3.4.5|. Procedure details: U.S. Pat. No. 3,671,542 also describes that a copolyamide from p-phenylenediamine+4,4'-diaminobenzanilide (1:1) and terephthaloyl chloride+dibenzoyl chloride or 2,6-naphthaloyl chloride (1:1) becomes gel-like in amide solvents within a short period of time. The properties of the filaments (spun from sulfuric acid) are moderate. Only a 6-component polymer from (p-phenylenediamine+1,5-diaminonaphthalene+4,4'-diaminobenzanilide) and (terephthaloyl chloride+2,6-naphthaloyl dichloride+dibenzoyl chlor... Starting materials: COC(=O)CBr, O=C([O-])[O-], FC(F)(F)c1cc(COC2CCC3C(c4nnn[nH]4)CC2(c2ccccc2)N3Cc2ccccc2)cc(C(F)(F)F)c1, CC#N, [K+], [K+]. Yields the product COC(=O)Cn1nnnc1C1CC2(c3ccccc3)C(OCc3cc(C(F)(F)F)cc(C(F)(F)F)c3)CCC1N2Cc1ccccc1. Reaction SMILES: [Br:43][CH2:44][C:45](=[O:46])[O:47][CH3:48].[C:49](=[O:50])([O-:51])[O-:52].[CH2:1]([c:2]1[cH:3][cH:4][cH:5][cH:6][cH:7]1)[N:8]1[C:9]2([c:37]3[cH:38][cH:39][cH:40][cH:41][cH:42]3)[CH:10]([O:21][CH2:22][c:23]3[cH:24][c:25]([C:33]([F:34])([F:35])[F:36])[cH:26][c:27]([C:29]([F:30])([F:31])[F:32])[cH:28]3)[CH2:11][CH2:12][CH:13]1[CH:14]([c:16]1[n:17][n:18][n:19][nH:20]1)[CH2:15]2.[CH3:55][C:56]#[N:57].[K+:53].[K+:54]>>[CH2:1]([c:2]1[cH:3][cH:4][cH:5][cH:6][cH:7]1)[N:8]1[C:9]2([c:37]3[cH:38][cH:39][cH:40][cH:41][cH:42]3)[CH:10]([O:21][CH2:22][c:23]3[cH:24][c:25]([C:33]([F:34])([F:35])[F:36])[cH:26][c:27]([C:29]([F:30])([F:31])[F:32])[cH:28]3)[CH2:11][CH2:12][CH:13]1[CH:14]([c:16]1[n:17]([CH2:44][C:45](=[O:46])[O:47][CH3:48])[n:18][n:19][n:20]1)[CH2:15]2. The reactants are ( a ), C#C (vinylene), C(C1=CC=CC=C1)N1CC(OCC1)COS(=O)(=O)C1=CC=C(C=C1)C (4-benzyl-2-(toluene-p-sulphonyloxymethyl)morpholine), [I-].[Li+] (lithium iodide), ( b ), ( h ). Product: C(C1=CC=CC=C1)N1CC(OCC1)CI (4-benzyl-2-iodomethylmorpholine). As a reaction SMILES: C#C.[CH2:3]([N:10]1[CH2:15][CH2:14][O:13][CH:12]([CH2:16]OS(C2C=CC(C)=CC=2)(=O)=O)[CH2:11]1)[C:4]1[CH:9]=[CH:8][CH:7]=[CH:6][CH:5]=1.[I-:28].[Li+]>>[CH2:3]([N:10]1[CH2:15][CH2:14][O:13][CH:12]([CH2:16][I:28])[CH2:11]1)[C:4]1[CH:9]=[CH:8][CH:7]=[CH:6][CH:5]=1 |f:2.3|. Reported procedure: The starting material for use in processes (a), (b) and (h) in which A is a vinylene radical may be prepared, as described in Example 1, by reaction of 4-benzyl-2-(toluene-p-sulphonyloxymethyl)morpholine and lithium iodide to give 4-benzyl-2-iodomethylmorpholine. This compound is then reacted with triphenyl phosphine to give 4-benzylmorpholin-2-ylmethyl triphenyl phosphonium iodide which is subsequently reacted with a base to form the corresponding phosphorane. This intermediate is reacted in si... Reactants: Cc1oc(-c2ccc([N+](=O)[O-])cc2)nc1CCOc1ccc(CCC(=O)OC(C)(C)C)c(CNC(=O)OC(C)C)c1, CCOC(C)=O. Yields the product Cc1oc(-c2ccc(N)cc2)nc1CCOc1ccc(CCC(=O)OC(C)(C)C)c(CNC(=O)OC(C)C)c1. RXN SMILES: [C:1]([CH3:2])([CH3:3])([CH3:4])[O:5][C:6]([CH2:7][CH2:8][c:9]1[c:10]([CH2:33][NH:34][C:35](=[O:36])[O:37][CH:38]([CH3:39])[CH3:40])[cH:11][c:12]([O:15][CH2:16][CH2:17][c:18]2[n:19][c:20](-[c:24]3[cH:25][cH:26][c:27]([N+:30]([O-:31])=[O:32])[cH:28][cH:29]3)[o:21][c:22]2[CH3:23])[cH:13][cH:14]1)=[O:41].[CH3:42][CH2:43][O:44][C:45]([CH3:46])=[O:47]>>[C:1]([CH3:2])([CH3:3])([CH3:4])[O:5][C:6]([CH2:7][CH2:8][c:9]1[c:10]([CH2:33][NH:34][C:35](=[O:36])[O:37][CH:38]([CH3:39])[CH3:40])[cH:11][c:12]([O:15][CH2:16][CH2:17][c:18]2[n:19][c:20](-[c:24]3[cH:25][cH:26][c:27]([NH2:30])[cH:28][cH:29]3)[o:21][c:22]2[CH3:23])[cH:13][cH:14]1)=[O:41]. The reactants are ClC=1C=CC(=C(C1)S(=O)(=O)NC(C(C)(C)OC(C)=O)=O)OCC(=O)N1[C@@H](CN([C@H](C1)C)CC1=CC=C(C=C1)F)C (acetic acid 2-(5-chloro-2-{2-[4-(4-fluoro-benzyl)-(2R,5S)-2,5-dimethyl-piperazin-1-yl]-2-oxo-ethoxy}-benzenesulfonylamino)-1,1-dimethyl-2-oxo-ethyl ester), O.[OH-].[Li+] (lithium hydroxide monohydrate). Run in O1CCCC1 (tetrahydrofuran), CO (methanol), O (water). Conditions: time 8 hour. Yields the product ClC=1C=CC(=C(C1)S(=O)(=O)NC(C(C)(C)O)=O)OCC(=O)N1[C@@H](CN([C@H](C1)C)CC1=CC=C(C=C1)F)C (5-Chloro-2-{2-[4-(4-fluoro-benzyl)-(2R,5S)-2,5-dimethyl-piperazin-1-yl]-2-oxo-ethoxy}-N-(2-hydroxy-2-methyl-propionyl)-benzenesulfonamide). Yield: 89.1%. RXN SMILES: [Cl:1][C:2]1[CH:3]=[CH:4][C:5]([O:21][CH2:22][C:23]([N:25]2[CH2:30][C@H:29]([CH3:31])[N:28]([CH2:32][C:33]3[CH:38]=[CH:37][C:36]([F:39])=[CH:35][CH:34]=3)[CH2:27][C@H:26]2[CH3:40])=[O:24])=[C:6]([S:8]([NH:11][C:12](=[O:20])[C:13]([O:16]C(=O)C)([CH3:15])[CH3:14])(=[O:10])=[O:9])[CH:7]=1.O.[OH-].[Li+]>O1CCCC1.CO.O>[Cl:1][C:2]1[CH:3]=[CH:4][C:5]([O:21][CH2:22][C:23]([N:25]2[CH2:30][C@H:29]([CH3:31])[N:28]([CH2:32][C:33]3[CH:34]=[CH:35][C:36]([F:39])=[CH:37][CH:38]=3)[CH2:27][C@H:26]2[CH3:40])=[O:24])=[C:6]([S:8]([NH:11][C:12](=[O:20])[C:13]([OH:16])([CH3:14])[CH3:15])(=[O:10])=[O:9])[CH:7]=1 |f:1.2.3|. Procedure details: To a solution of acetic acid 2-(5-chloro-2-{2-[4-(4-fluoro-benzyl)-(2R,5S)-2,5-dimethyl-piperazin-1-yl]-2-oxo-ethoxy}-benzenesulfonylamino)-1,1-dimethyl-2-oxo-ethyl ester (0.14 g, 0.21 mmol) in tetrahydrofuran (2 mL), methanol (0.2 mL) and water (0.4 mL) was added lithium hydroxide monohydrate (0.020 g, 0.48 mmol). The resulting reaction mixture was stirred at ambient temperature overnight. Chromatography on silica gel of the reaction mixture provided the title compound (0.104 g, LRMS: 556.3).